Dataset: the Open Reaction Database (ORD), a public repository of structured organic reaction records. Task: describe an organic reaction: reactants, conditions, products, and yield Starting materials: C1OC2=C(O1)C=C(C=C2)O (Sesamol), BrCCBr (1,2-dibromoethane), [OH-].[Na+] (Sodium hydroxide). Run in O (water), O (water). Product: C1OC=2C=C(OCCBr)C=CC2O1 (2-[3,4-(Methylenedioxy)phenoxy]ethylbromide). As a reaction SMILES: [OH-].[Na+].[CH2:3]1[O:7][C:6]2[CH:8]=[C:9]([OH:12])[CH:10]=[CH:11][C:5]=2[O:4]1.[Br:13][CH2:14][CH2:15]Br>O>[CH2:3]1[O:4][C:5]2[CH:11]=[CH:10][C:9]([O:12][CH2:15][CH2:14][Br:13])=[CH:8][C:6]=2[O:7]1 |f:0.1|. Procedure: Sodium hydroxide 0.15 g was dissolved in water 6 ml, and Sesamol 0.50 g and 1,2-dibromoethane 0.37 ml were added thereto and heated under reflux for 12 hours. After cooling, water was added thereto, and the product was extracted with ethyl acetate and further washed with brine. The product was dried over magnesium sulfate anhydride and evaporated. The residue was purified by (NH) silica gel column chromatography (hexane/ethyl acetate system), whereby the title compound 0.30 g, 34% was obtained.